From a dataset of the Open Reaction Database (ORD), a public repository of structured organic reaction records. describe an organic reaction: reactants, conditions, products, and yield The reactants are Cl.CC1=C(SC=2N1CCCN2)C(=O)OC(C)(C)C (tert-Butyl 3-methyl-6,7-dihydro-5H-thiazolo [3,2-a]pyrimidine-2-carboxylate hydrochloride). Run in Cl (hydrochloric acid). Reaction conditions: time 18 hour. Yields the product Cl.CC1=C(SC=2N1CCCN2)C(=O)O (3-Methyl-6,7-dihydro-5H-thiazolo[3,2-a]pyrimidine-2-carboxylic acid hydrochloride). As a reaction SMILES: [ClH:1].[CH3:2][C:3]1[N:7]2[CH2:8][CH2:9][CH2:10][N:11]=[C:6]2[S:5][C:4]=1[C:12]([O:14]C(C)(C)C)=[O:13]>Cl>[ClH:1].[CH3:2][C:3]1[N:7]2[CH2:8][CH2:9][CH2:10][N:11]=[C:6]2[S:5][C:4]=1[C:12]([OH:14])=[O:13] |f:0.1,3.4|. Procedure details: In 400 ml of 2N hydrochloric acid was suspended tert-butyl 3-methyl-6,7-dihydro-5H-thiazolo[3,2-a]-pyrimidine-2-carboxylate hydrochloride obtained in Example 26, followed by stirring at room temperature for 18 hours. The precipitated crystals were collected by filtration and washed successively with diethylether and acetone to yield 27.5 g of the titled compound. The reactants are [H][H] (hydrogen), FC=1C=C(C=CC1)C1=NC2=CC=C(C=C2C(=C1)N(C)C)[N+](=O)[O-] (N-[2-(3-fluorophenyl)-6-nitro-4-quinolinyl]-N,N-dimethylamine), [H][H] (hydrogen). Reagents/catalysts: catalyst, [Pd] (palladium on calcium carbonate). Solvent: C(C)O (ethanol). Reaction conditions: time 18 hour. Yields the product FC=1C=C(C=CC1)C1=NC2=CC=C(C=C2C(=C1)N(C)C)N (N-[2-(3-Fluorophenyl)-6-amino-4-quinolinyl]-N,N-dimethylamine), product. The yield is 77.0%. As a reaction SMILES: [F:1][C:2]1[CH:3]=[C:4]([C:8]2[CH:17]=[C:16]([N:18]([CH3:20])[CH3:19])[C:15]3[C:10](=[CH:11][CH:12]=[C:13]([N+:21]([O-])=O)[CH:14]=3)[N:9]=2)[CH:5]=[CH:6][CH:7]=1.[H][H]>[Pd].C(O)C>[F:1][C:2]1[CH:3]=[C:4]([C:8]2[CH:17]=[C:16]([N:18]([CH3:19])[CH3:20])[C:15]3[C:10](=[CH:11][CH:12]=[C:13]([NH2:21])[CH:14]=3)[N:9]=2)[CH:5]=[CH:6][CH:7]=1. Procedure details: The title compound was prepared by reduction of a nitro group by catalytic hydrogenation as follows. Into a 500 mL Parr shaker bottle was placed 4.0 g of the N-[2-(3-fluorophenyl)-6-nitro-4-quinolinyl]-N,N-dimethylamine along with 150 mg of a catalyst consisting of 5% palladium on calcium carbonate support. To this was added 150 mL of ethanol, followed by application of a 50 psi hydrogen atmosphere. The reaction was shaken for 18 hr then the hydrogen atmosphere was replaced by nitrogen. The cata... The reactants are BrC=1C(=NNC1)C(F)(F)F (4-bromo-3-trifluoromethyl-1H-pyrazole), C(=O)([O-])[O-].[K+].[K+] (K2CO3), CN(C)C=O (DMF), CC1(OC1)C (2,2-dimethyloxirane). Run at temperature 90 celsius. The product is BrC=1C(=NN(C1)CC(C)(O)C)C(F)(F)F (1-[4-Bromo-3-(trifluoromethyl)-1H-pyrazol-1-yl]-2-methylpropan-2-ol). As a reaction SMILES: [Br:1][C:2]1[C:3]([C:7]([F:10])([F:9])[F:8])=[N:4][NH:5][CH:6]=1.C([O-])([O-])=O.[K+].[K+].CN(C=O)C.[CH3:22][C:23]1([CH3:26])[CH2:25][O:24]1>>[Br:1][C:2]1[C:3]([C:7]([F:10])([F:9])[F:8])=[N:4][N:5]([CH2:22][C:23]([CH3:26])([OH:24])[CH3:25])[CH:6]=1 |f:1.2.3|. Procedure: To a mixture of 4-bromo-3-trifluoromethyl-1H-pyrazole (200.0 mg, 0.9304 mmol), K2CO3 (200.0 mg, 1.447 mmol) and DMF (3 mL, 40 mmol) was added 2,2-dimethyloxirane (0.5 mL, 6 mmol), and the mixture was heated to 90° C. for 2 h in a sealed tube. The material was transferred to a separation funnel, extracting with EtOAc and washing with water (3×). The organic layer was loaded onto silica gel for column chromatography, eluting with 10-30% EtOAc/heptane. The fractions containing the 3-trifluoromethyl... Reactants: C(C(C)C)Br (iso-butyl bromide), O=C1C(CCC1)C(=O)OCC (ethyl 2-oxocyclopentane carboxylate), C([O-])([O-])=O.[K+].[K+] (potassium carbonate). Reagents/catalysts: [Cl-].C(C1=CC=CC=C1)[N+](CC)(CC)CC (benzyl triethyl ammonium chloride). Solvent: CN(C=O)C (N,N-dimethyl formamide). Run at temperature 55 celsius, time 6 hour. Product: C(C(C)C)C1(C(CCC1)=O)C(=O)OCC (Ethyl 1-iso-butyl-2-oxocyclopentane carboxylate). The yield is 90.0%. As a reaction SMILES: [O:1]=[C:2]1[CH2:6][CH2:5][CH2:4][CH:3]1[C:7]([O:9][CH2:10][CH3:11])=[O:8].C(=O)([O-])[O-].[K+].[K+].[CH2:18](Br)[CH:19]([CH3:21])[CH3:20]>[Cl-].C([N+](CC)(CC)CC)C1C=CC=CC=1.CN(C)C=O>[CH2:18]([C:3]1([C:7]([O:9][CH2:10][CH3:11])=[O:8])[CH2:4][CH2:5][CH2:6][C:2]1=[O:1])[CH:19]([CH3:21])[CH3:20] |f:1.2.3,5.6|. Reported procedure: Under vigorously agitation, 13.9 g of ethyl 2-oxocyclopentane carboxylate was added to 33.4 g of fine powdery anhydrous potassium carbonate and 1.14 g of benzyl triethyl ammonium chloride. After stirring for several minutes, to the mixture was added 60 ml of N,N-dimethyl formamide and 21.9 g of iso-butyl bromide. Upon the completion of the addition, the reaction was heated to 55° C. and allowed to continue for 6 hours with stirring. The solvent was removed under reduced pressure, and solid resid... Starting materials: C[C@@H]1C[C@@H]([C@@H]2[C@H](C[C@H]([C@@](O2)(C(=O)C(=O)N3CCCC[C@H]3C(=O)O[C@@H]([C@@H]([C@H](CC(=O)[C@@H](/C=C(/C1)\C)CC=C)O)C)/C(=C/[C@@H]4CC[C@H]([C@@H](C4)OC)O)/C)O)C)OC)OC (FR-900506), S(=O)(Cl)Cl (thionyl chloride), N1=CC=CC=C1 (pyridine), C(O)([O-])=O.[Na+] (sodium hydrogen carbonate). The solvent is ClCCl (dichloromethane), ClCCl (dichloromethane). Conditions: time 20 minute. Yields the product C(C=C)C1C(CC(C(C(OC(C2CCCCN2C(C(C2(C(CC(C(C(CC(CC(=C1)C)C)OC)O2)OC)C)Cl)=O)=O)=O)C(=CC2CC(C(CC2)O)OC)C)C)O)=O (17-Allyl-1-chloro-14-hydroxy-12-[2-(4-hydroxy-3-methoxycyclohexyl)-1-methylvinyl]-23,25-dimethoxy-13,19,21.27-tetramethyl-11,28-dioxa-4-azatricyclo [22.3.1.04,9 ]octacos-18-ene-2.3,10,16-tetraone), oil. RXN SMILES: [CH3:1][C@H:2]1[CH2:33][C:32]([CH3:34])=[CH:31][C@@H:30]([CH2:35][CH:36]=[CH2:37])[C:28](=[O:29])[CH2:27][C@H:26]([OH:38])[C@@H:25]([CH3:39])[C@@H:24](/[C:40](/[CH3:51])=[CH:41]/[C@H:42]2[CH2:47][C@@H:46](OC)[C@H:45]([OH:50])[CH2:44][CH2:43]2)[O:23][C:21](=[O:22])[C@H:20]2[N:15]([CH2:16][CH2:17][CH2:18][CH2:19]2)[C:13](=[O:14])[C:11](=[O:12])[C@:9]2(O)[O:10][C@@H:5]([C@@H:6]([O:54][CH3:55])[CH2:7][C@H:8]2[CH3:53])[C@@H:4]([O:56][CH3:57])[CH2:3]1.S(Cl)([Cl:60])=O.N1C=CC=CC=1.[C:68](=[O:71])([O-])O.[Na+]>ClCCl>[CH2:35]([CH:30]1[CH:31]=[C:32]([CH3:34])[CH2:33][CH:2]([CH3:1])[CH2:3][CH:4]([O:56][CH3:57])[CH:5]2[O:10][C:9]([Cl:60])([CH:8]([CH3:53])[CH2:7][CH:6]2[O:54][CH3:55])[C:11](=[O:12])[C:13](=[O:14])[N:15]2[CH:16]([CH2:17][CH2:18][CH2:19][CH2:20]2)[C:21](=[O:22])[O:23][CH:24]([C:40]([CH3:51])=[CH:41][CH:42]2[CH2:43][CH2:44][CH:45]([OH:50])[CH:46]([O:71][CH3:68])[CH2:47]2)[CH:25]([CH3:39])[CH:26]([OH:38])[CH2:27][C:28]1=[O:29])[CH:36]=[CH2:37] |f:3.4|. Procedure: A solution of FR-900506 (500 mg) in dry dichloromethane (25 ml) was added dropwise over 1 minute to a stirred, cool (0° C.) solution of thionyl chloride (0.45 ml) and pyridine (1.11 ml) in dry dichloromethane (20 ml) under nitrogen. After 20 minutes, saturated aqueous sodium hydrogen carbonate solution was added and the mixture was stirred at room temperature for 20 minutes. The organic extract was then separated and washed with dilute aqueous hydrochloric acid (1M, 20 ml), water (20 ml) and bri... Starting materials: ClCc1ccccc1, CCOC(C)=O, CCOC(=O)c1nn(-c2ccccc2F)cc1O, [K+], [K+], O=C([O-])[O-], CN(C)C=O. Product: CCOC(=O)c1nn(-c2ccccc2F)cc1OCc1ccccc1. Reaction SMILES: [CH2:7]([c:8]1[cH:9][cH:10][cH:11][cH:12][cH:13]1)[Cl:14].[CH3:38][CH2:39][O:40][C:41]([CH3:42])=[O:43].[F:15][c:16]1[c:17](-[n:22]2[n:23][c:24]([C:28](=[O:29])[O:30][CH2:31][CH3:32])[c:25]([OH:27])[cH:26]2)[cH:18][cH:19][cH:20][cH:21]1.[K+:1].[K+:2].[O-:3][C:4]([O-:5])=[O:6].[O:33]=[CH:34][N:35]([CH3:36])[CH3:37]>>[CH2:7]([c:8]1[cH:9][cH:10][cH:11][cH:12][cH:13]1)[O:27][c:25]1[c:24]([C:28](=[O:29])[O:30][CH2:31][CH3:32])[n:23][n:22](-[c:17]2[c:16]([F:15])[cH:21][cH:20][cH:19][cH:18]2)[cH:26]1. The reactants are N(=[N+]=[N-])CC1CC=2C(=C3C(CC(NC3=C(C2)Br)=O)(C)C)O1 (2-Azidomethyl-5-bromo-9,9-dimethyl-2,3,6,7,8,9-hexahydrofuro[2,3-f]quinoline-7-one), [H][H] (hydrogen). The reagents and catalysts are [Pd] (palladium-on-carbon). Solvent: CO (methanol). Yields the product NCC1CC=2C(=C3C(CC(NC3=CC2)=O)(C)C)O1 (2-Aminomethyl-9,9-dimethyl-2,3,6,7,8,9-hexahydrofuro[2,3-f]quinoline-7-one). Yield: 80.1%. Reaction SMILES: [N:1]([CH2:4][CH:5]1[O:21][C:8]2=[C:9]3[C:14](=[C:15](Br)[CH:16]=[C:7]2[CH2:6]1)[NH:13][C:12](=[O:18])[CH2:11][C:10]3([CH3:20])[CH3:19])=[N+]=[N-].[H][H]>CO.[Pd]>[NH2:1][CH2:4][CH:5]1[O:21][C:8]2=[C:9]3[C:14](=[CH:15][CH:16]=[C:7]2[CH2:6]1)[NH:13][C:12](=[O:18])[CH2:11][C:10]3([CH3:19])[CH3:20]. Procedure details: 2-Azidomethyl-5-bromo-9,9-dimethyl-2,3,6,7,8,9-hexahydrofuro[2,3-f]quinoline-7-one (997 mg, 2.84 mmol) was dissolved in methanol (50 ml). To the solution, 10% palladium-on-carbon (1.0 g) was added, followed by stirring in a bath at 50° C. for 1 hour in the atmosphere of hydrogen. The catalyst was filtered off, and the filtrate was condensed under reduced pressure. Recrystallization from a solvent mixture of methanol-ether yielded 560 mg of the title compound as a yellow powder (80.4%).